This data is from the Open Reaction Database (ORD), a public repository of structured organic reaction records. The task is: describe an organic reaction: reactants, conditions, products, and yield Reactants: C([O-])([O-])=O.[K+].[K+] (Potassium carbonate), [I-].[Na+] (sodium iodide), C1(=CC=CC=C1)C1NCCCC1 (2-phenyl piperidine), ClCCCOC1=CC2=C(N(C(C(C(N2C)=O)(C)C)=O)CC)C=C1 (7-(3-chloropropoxy)-1-ethyl-3,3,5-trimethyl-1,5-dihydrobenzo[b][1,4]diazepine-2,4-dione), C(C)OC(C)=O.Cl (Hydrogen chloride ethyl acetate). The solvent is CN(C)C=O (DMF), C(C)(=O)OCC (ethyl acetate), O (Water). Reaction conditions: temperature 70 celsius, time 5 hour. The product is Cl.C(C)N1C2=C(N(C(C(C1=O)(C)C)=O)C)C=C(C=C2)OCCCN2C(CCCC2)C2=CC=CC=C2 (1-ethyl-3,3,5-trimethyl-7-[3-(2-phenylpiperidin-1-yl)propoxy]-1,5-dihydrobenzo[b][1,4]diazepine-2,4-dione hydrochloride). Isolated yield 27.7%. Reaction SMILES: C(=O)([O-])[O-].[K+].[K+].[I-].[Na+].[C:9]1([CH:15]2[CH2:20][CH2:19][CH2:18][CH2:17][NH:16]2)[CH:14]=[CH:13][CH:12]=[CH:11][CH:10]=1.[Cl:21][CH2:22][CH2:23][CH2:24][O:25][C:26]1[CH:43]=[CH:42][C:29]2[N:30]([CH2:40][CH3:41])[C:31](=[O:39])[C:32]([CH3:38])([CH3:37])[C:33](=[O:36])[N:34]([CH3:35])[C:28]=2[CH:27]=1.C(OC(=O)C)C.Cl>C(OCC)(=O)C.O.CN(C=O)C>[ClH:21].[CH2:40]([N:30]1[C:31](=[O:39])[C:32]([CH3:37])([CH3:38])[C:33](=[O:36])[N:34]([CH3:35])[C:28]2[CH:27]=[C:26]([O:25][CH2:24][CH2:23][CH2:22][N:16]3[CH2:17][CH2:18][CH2:19][CH2:20][CH:15]3[C:9]3[CH:14]=[CH:13][CH:12]=[CH:11][CH:10]=3)[CH:43]=[CH:42][C:29]1=2)[CH3:41] |f:0.1.2,3.4,7.8,12.13|. Procedure: Potassium carbonate(0.54 g), sodium iodide(0.21 g), and 2-phenyl piperidine(0.23 g) were added to a DMF solution(15 ml) of 7-(3-chloropropoxy)-1-ethyl-3,3,5-trimethyl-1,5-dihydrobenzo[b][1,4]diazepine-2,4-dione(0.44 g). The mixture was stirred at 70° C. for 5 hours. The reaction mixture was cooled to room temperature. Water was added thereto, followed by extraction by ethyl acetate. The organic layer was washed with water and then with saturated saline, and dried with anhydrous magnesium sulfate...